Dataset: the Open Reaction Database (ORD), a public repository of structured organic reaction records. Task: describe an organic reaction: reactants, conditions, products, and yield The reactants are BrC1=CC=C(C(=C)C)C=C1 (p-bromo-α-methylstyrene), [H][H] (hydrogen). The reagents and catalysts are [Pt]=O (platinum oxide). Run in C(C)O (ethanol). Product: BrC1=CC=C(C=C1)C(C)C (p-bromocumene). Yield: 80.5%. As a reaction SMILES: [Br:1][C:2]1[CH:10]=[CH:9][C:5]([C:6]([CH3:8])=[CH2:7])=[CH:4][CH:3]=1.[H][H]>[Pt]=O.C(O)C>[Br:1][C:2]1[CH:10]=[CH:9][C:5]([CH:6]([CH3:8])[CH3:7])=[CH:4][CH:3]=1. Procedure: A 23.2 g quantity of p-bromo-α-methylstyrene (118 mmole), approximately 100 mg platinum oxide, and 150 ml absolute ethanol were shaken on a Paar Hydrogenator for four hours, beginning with an initial hydrogen pressure of 50 psi. The material was then filtered through a celite plug and the solvent removed by distillation at atmospheric pressure. The residue resulting was distilled using a water aspirator vacuum to produce 18.9 g (80.4% yield) of p-bromocumene, bp 88°-92° C. The reactants are N (ammonia), C(C)(=O)SCCS(=O)(=O)N1[C@H](C(=O)O)CCC1 (N-[[2-(Acetylthio)ethyl]sulfonyl]-L-proline), Cl (hydrochloric acid). The solvent is O (water). Yields the product SCCS(=O)(=O)N1[C@H](C(=O)O)CCC1 (1-[(2-mercaptoethyl)sulfonyl]-L-proline). Isolated yield 79.9%. RXN SMILES: C([S:4][CH2:5][CH2:6][S:7]([N:10]1[CH2:17][CH2:16][CH2:15][C@H:11]1[C:12]([OH:14])=[O:13])(=[O:9])=[O:8])(=O)C.N.Cl>O>[SH:4][CH2:5][CH2:6][S:7]([N:10]1[CH2:17][CH2:16][CH2:15][C@H:11]1[C:12]([OH:14])=[O:13])(=[O:8])=[O:9]. Procedure: N-[[2-(Acetylthio)ethyl]sulfonyl]-L-proline (640 mg, 0.0023 mole) is dissolved in 5 ml of water and 5 mg of concentrated ammonia and stirred 1 hour under nitrogen. The solution is acidified with concentrated hydrochloric acid, extracted with ethyl acetate, and the extracts are washed with brine, dried (MgSO4) and evaporated to an oily residue which is applied to a 75 ml silica gel column. Elution with 10% acetic acid/benzene affords a main fraction which is crystallized from chloroform/hexane, t... Reported procedure: To a solution of 5-bromoindole (5 g, 25.5 mmol) in glacial acetic acid (60 mL) was added N-methylmaleimide (6.1 g, 56.11 mmol) and the resulting mixture was heated to reflux for 4 days. The acetic acid was removed by distillation and the crude product was dissolved in diethyl ether (500 mL) and washed with saturated sodium bicarbonate (2×100 mL) and brine (3×100 mL). The solvent was evaporated and the residue chromatographed on silica gel using hexane/ethyl acetate (1:1) as the eluent to provide... Run in C(C)(=O)O (acetic acid). The reactants are BrC=1C=C2C=CNC2=CC1 (5-bromoindole), CN1C(C=CC1=O)=O (N-methylmaleimide). Yields the product BrC=1C=C2C(=CNC2=CC1)C1CC(=O)N(C1=O)C (3-(5-bromo-1H-indol-3-yl)-N-methylsuccinimide). The yield is 74.7%. As a reaction SMILES: [Br:1][C:2]1[CH:3]=[C:4]2[C:8](=[CH:9][CH:10]=1)[NH:7][CH:6]=[CH:5]2.[CH3:11][N:12]1[C:16](=[O:17])[CH:15]=[CH:14][C:13]1=[O:18]>C(O)(=O)C>[Br:1][C:2]1[CH:3]=[C:4]2[C:8](=[CH:9][CH:10]=1)[NH:7][CH:6]=[C:5]2[CH:15]1[C:16](=[O:17])[N:12]([CH3:11])[C:13](=[O:18])[CH2:14]1. Starting materials: O=C([O-])O, CC(C)(C)OC(=O)CN1C(=O)C(NC(=O)Nc2cccc(C(=O)NS(C)(=O)=O)c2)CN(c2ccccc2)c2ccccc21, ClCCl, ClCCCl, [Na+], O=C(O)C(F)(F)F. As a reaction SMILES: [C:54](=[O:55])([OH:56])[O-:57].[C:8]([CH3:9])([CH3:10])([CH3:11])[O:12][C:13](=[O:14])[CH2:15][N:16]1[C:17](=[O:50])[CH:18]([NH:33][C:34](=[O:35])[NH:36][c:37]2[cH:38][c:39]([C:43](=[O:44])[NH:45][S:46](=[O:47])(=[O:48])[CH3:49])[cH:40][cH:41][cH:42]2)[CH2:19][N:20]([c:27]2[cH:28][cH:29][cH:30][cH:31][cH:32]2)[c:21]2[c:22]1[cH:23][cH:24][cH:25][cH:26]2.[CH2:51]([Cl:52])[Cl:53].[Cl:59][CH2:60][CH2:61][Cl:62].[Na+:58].[OH:1][C:2]([C:3]([F:4])([F:5])[F:6])=[O:7]>>[O:12]=[C:13]([OH:14])[CH2:15][N:16]1[C:17](=[O:50])[CH:18]([NH:33][C:34](=[O:35])[NH:36][c:37]2[cH:38][c:39]([C:43](=[O:44])[NH:45][S:46](=[O:47])(=[O:48])[CH3:49])[cH:40][cH:41][cH:42]2)[CH2:19][N:20]([c:27]2[cH:28][cH:29][cH:30][cH:31][cH:32]2)[c:21]2[c:22]1[cH:23][cH:24][cH:25][cH:26]2. Product: CS(=O)(=O)NC(=O)c1cccc(NC(=O)NC2CN(c3ccccc3)c3ccccc3N(CC(=O)O)C2=O)c1. Reactants: C(C)N1CC2=C(C(C1)O)C=C(S2)C (6-ethyl-2-methyl-4,5,6,7-tetrahydrothieno[2,3-c]pyridin-4-ol), ClC1=C(C=CC=C1Cl)F (2,3-dichloro-1-fluorobenzene). Yields the product Cl.ClC1=C(C=CC=C1Cl)OC1C2=C(CN(C1)CC)SC(=C2)C (4-(2,3-Dichlorophenyloxy)-6-ethyl-2-methyl-4,5,6,7-tetrahydrothieno[2,3-c]pyridine hydrochloride). As a reaction SMILES: [CH2:1]([N:3]1[CH2:8][CH:7]([OH:9])[C:6]2[CH:10]=[C:11]([CH3:13])[S:12][C:5]=2[CH2:4]1)[CH3:2].[Cl:14][C:15]1[C:20]([Cl:21])=[CH:19][CH:18]=[CH:17][C:16]=1F>>[ClH:14].[Cl:14][C:15]1[C:20]([Cl:21])=[CH:19][CH:18]=[CH:17][C:16]=1[O:9][CH:7]1[CH2:8][N:3]([CH2:1][CH3:2])[CH2:4][C:5]2[S:12][C:11]([CH3:13])=[CH:10][C:6]1=2 |f:2.3|. Procedure details: The same method as in Example 3 was conducted using 6-ethyl-2-methyl-4,5,6,7-tetrahydrothieno[2,3-c]pyridin-4-ol (Reference Example 10) instead of 6-methyl-4,5,6,7-tetrahydrothieno[2,3-c]pyridin-4-ol (Reference Example 6) and was conducted using 2,3-dichloro-1-fluorobenzene instead of 1,3-difluorobenzene to give the objective compound. The reactants are NC=1C=NC=CC1C1=CC(=NC(=N1)C(F)(F)F)NC(OC(C)(C)C)=O (tert-butyl 6-(3-aminopyridin-4-yl)-2-(trifluoro-methyl)pyrimidin-4-ylcarbamate), NC=1C(=NC(=CC1)Br)C(=O)O (3-amino-6-bromopicolinic acid), C1=CC2=C(N=C1)N(N=N2)O (HOAt), C(CCl)Cl (EDC). Solvent: CN(C)C=O (DMF), O (Water). Run at temperature 50 celsius. The product is NC=1C(=NC(=CC1)Br)C(=O)NC=1C=NC=CC1C1=CC(=NC(=N1)C(F)(F)F)NC(OC(C)(C)C)=O (tert-butyl 6-(3-(3-amino-6-bromopicolinamido)pyridine-4-yl)-2-(trifluoromethyl)pyrimidin-4-ylcarbamate). Yield: 81.0%. As a reaction SMILES: [NH2:1][C:2]1[CH:3]=[N:4][CH:5]=[CH:6][C:7]=1[C:8]1[N:13]=[C:12]([C:14]([F:17])([F:16])[F:15])[N:11]=[C:10]([NH:18][C:19](=[O:25])[O:20][C:21]([CH3:24])([CH3:23])[CH3:22])[CH:9]=1.[NH2:26][C:27]1[C:28]([C:34](O)=[O:35])=[N:29][C:30]([Br:33])=[CH:31][CH:32]=1.C1C=NC2N(O)N=NC=2C=1.C(Cl)CCl>CN(C=O)C.O>[NH2:26][C:27]1[C:28]([C:34]([NH:1][C:2]2[CH:3]=[N:4][CH:5]=[CH:6][C:7]=2[C:8]2[N:13]=[C:12]([C:14]([F:15])([F:16])[F:17])[N:11]=[C:10]([NH:18][C:19](=[O:25])[O:20][C:21]([CH3:22])([CH3:24])[CH3:23])[CH:9]=2)=[O:35])=[N:29][C:30]([Br:33])=[CH:31][CH:32]=1. Procedure: A solution of tert-butyl 6-(3-aminopyridin-4-yl)-2-(trifluoro-methyl)pyrimidin-4-ylcarbamate (1.0 equiv.), 3-amino-6-bromopicolinic acid (1.0 equiv.), HOAt (1.0 equiv.), and EDC (1.0 equiv.) in DMF at a concentration of (0.2 M) was stirred for 3 hrs then heated to 50° C. overnight (homogeneous solution). Water was added to the reaction and the precipitate was filtered. The solid was further purified via SiO2 column chromatography eluting with DCM/MeOH (10%) to yield a brown solid as the desired ...